Dataset: the Open Reaction Database (ORD), a public repository of structured organic reaction records. Task: describe an organic reaction: reactants, conditions, products, and yield Yields the product O1[C@H](COC2=C1C=CC=C2)CN2C[C@H](CCC2)C2=CC(=CC=C2)C(F)(F)F ((R*)-1-[(S)-1-(2,3-Dihydrobenzo[1,4]dioxin-2-yl)methyl]-3-(3-trifluoromethyl-phenyl)piperidine). Reaction SMILES: [O:1]1[C:6]2[CH:7]=[CH:8][CH:9]=[CH:10][C:5]=2[O:4][CH2:3][C@@H:2]1[C:11]([N:13]1[CH2:18][CH2:17][CH2:16][C@H:15]([C:19]2[CH:24]=[CH:23][CH:22]=[C:21]([C:25]([F:28])([F:27])[F:26])[CH:20]=2)[CH2:14]1)=O.B.C1COCC1>>[O:1]1[C:6]2[CH:7]=[CH:8][CH:9]=[CH:10][C:5]=2[O:4][CH2:3][C@@H:2]1[CH2:11][N:13]1[CH2:18][CH2:17][CH2:16][C@H:15]([C:19]2[CH:24]=[CH:23][CH:22]=[C:21]([C:25]([F:27])([F:26])[F:28])[CH:20]=2)[CH2:14]1 |f:1.2|. Procedure: (R)-2,3-Dihydrobenzo[1,4]dioxin-2-yl-[(R*)-3-(3-trifluoromethylphenyl)piperidin-1-yl]methanone (30 mg, 0.077 mmol) was treated with BH3THF according to the above general procedure. Flash chromatography gave 16 mg of the title compound. Starting materials: O1[C@H](COC2=C1C=CC=C2)C(=O)N2C[C@H](CCC2)C2=CC(=CC=C2)C(F)(F)F ((R)-2,3-Dihydrobenzo[1,4]dioxin-2-yl-[(R*)-3-(3-trifluoromethylphenyl)piperidin-1-yl]methanone), B.C1CCOC1 (BH3THF). Isolated yield 55.1%. Reactants: methyl ester, C(CCCCCCCCCCCCC)(=O)OC(C)C (isopropyl myristate), isoparaffin hydrocarbons, CC(C)C1CCC2C(=C1)CCC3C2(CCCC3(C)C(=O)O)C (dihydroabietic acid), C(C1=CC=CC=C1)(=O)OCC1=CC=CC=C1 (benzyl benzoate). The product is C(CCCCCCC)=O (n-Octanal). Reaction SMILES: CC(C1C=C2C[CH2:11][CH:12]3[C:17]([C:19](O)=[O:20])(C)[CH2:16][CH2:15][CH2:14][C:13]3(C)C2CC1)C.C(OCC1C=CC=CC=1)(=O)C1C=CC=CC=1.C(OC(C)C)(=O)CCCCCCCCCCCCC>>[CH:19](=[O:20])[CH2:17][CH2:16][CH2:15][CH2:14][CH2:13][CH2:12][CH3:11]. Procedure: The foregoing formula may require a solubilizing agent, e.g., the methyl ester of dihydroabietic acid (commercial name: HERCOLYN D® , benzyl benzoate, isopropyl myristate and/or C12 -C14 isoparaffin hydrocarbons.